From a dataset of the Open Reaction Database (ORD), a public repository of structured organic reaction records. describe an organic reaction: reactants, conditions, products, and yield Starting materials: C1CCN2C[C@@H]3C[C@H]([C@H]2C1)CN4[C@H]3CCCC4 ((−)-sparteine), O1CCCC1 (tetrahydrofuran), BrC1=NC=CN=C1 (2-bromopyrazine), C(C)(C)(C)P(C(C)(C)C)C(C)(C)C.F[B-](F)(F)F.[H+] (tetrafluoroboric acid tri-tert-butylphosphine), C(C)(C)(C)OC(=O)N1CCCC1 (pyrrolidine-1-carboxylic acid tert-butyl ester), C(C)(CC)[Li] (sec-butyllithium), C1CCCCC1 (cyclohexane), Cl (hydrogen chloride), O1CCOCC1 (dioxane). Reagents/catalysts: [Cl-].[Zn+2].[Cl-] (zinc chloride), C(C)(=O)[O-].[Pd+2].C(C)(=O)[O-] (palladium(II) acetate). Solvent: C(C)(C)(C)OC (methyl tert-butyl ether), O (water), ClCCl (dichloromethane). Run at temperature -78 celsius, time 3 hour. Product: Cl.N1[C@H](CCC1)C1=NC=CN=C1 ((R)-2-pyrrolidin-2-yl-pyrazine hydrochloride). The yield is 17.0%. Reaction SMILES: C1C[C@H:9]2[N:4](C[C@H:6]3[C@@H:13]4[CH2:14]C[CH2:16][CH2:17][N:12]4C[C@@H:8]2[CH2:7]3)CC1.C(OC([N:25]1CCCC1)=O)(C)(C)C.C([Li])(CC)C.C1CCCCC1.O1CCCC1.BrC1C=NC=CN=1.C(P(C(C)(C)C)C(C)(C)C)(C)(C)C.F[B-](F)(F)F.[H+].[ClH:72].O1CCOCC1>C(OC)(C)(C)C.ClCCl.[Cl-].[Zn+2].[Cl-].C([O-])(=O)C.[Pd+2].C([O-])(=O)C.O>[ClH:72].[NH:4]1[CH2:9][CH2:8][CH2:7][C@@H:6]1[C:13]1[CH:14]=[N:25][CH:16]=[CH:17][N:12]=1 |f:6.7.8,13.14.15,16.17.18,20.21|. Procedure: According to WO 2008/053319, to a solution of (−)-sparteine (2.7 g, 11.7 mmol) and pyrrolidine-1-carboxylic acid tert-butyl ester (2 g, 11.7 mmol) in dry methyl tert-butyl ether was added at −78° C. 1.4 M sec-butyllithium in cyclohexane (8.3 ml, 11.7 mmol) over 30 min and the mixture was stirred at −78° C. for 3 h. 0.5 M zinc chloride solution in tetrahydrofuran (14 ml, 7 mmol) was added at −78° C. and the mixture was stirred for 30 min at −78° C. and 30 min at 25° C. This mixture was added via ...